From a dataset of the Open Reaction Database (ORD), a public repository of structured organic reaction records. describe an organic reaction: reactants, conditions, products, and yield The reactants are N(=NC(C#N)(C)C)C(C#N)(C)C (azobisisobutyronitrile), C(C(=C)C)(=O)OC (methyl methacrylate), C(C=C)(=O)OCCCC (n-butyl acrylate), C(C(=C)C)(=O)O (methacrylic acid). Run in C(C)(=O)OC(COC)C (propylene glycol monomethyl ether acetate). The product is C(C(=C)C)(=O)OC.C(C=C)(=O)OCCCC.C(C(=C)C)(=O)O (MMA nBA MAA), resin 1. Reaction SMILES: N(C(C)(C)C#N)=NC(C)(C)C#N.[C:13]([O:18][CH3:19])(=[O:17])[C:14]([CH3:16])=[CH2:15].[C:20]([O:24][CH2:25][CH2:26][CH2:27][CH3:28])(=[O:23])[CH:21]=[CH2:22].[C:29]([OH:34])(=[O:33])[C:30]([CH3:32])=[CH2:31]>C(OC(C)COC)(=O)C>[C:13]([O:18][CH3:19])(=[O:17])[C:14]([CH3:16])=[CH2:15].[C:20]([O:24][CH2:25][CH2:26][CH2:27][CH3:28])(=[O:23])[CH:21]=[CH2:22].[C:29]([OH:34])(=[O:33])[C:30]([CH3:32])=[CH2:31] |f:5.6.7|. Reported procedure: A reaction container equipped with a stirrer, a reflux condenser, a thermometer and a nitrogen inlet pipe was charged with propylene glycol monomethyl ether acetate (PMA) as a solvent and azobisisobutyronitrile as a polymerization initiator. A solution containing methyl methacrylate (MMA), n-butyl acrylate (nBA) and methacrylic acid (MAA) was added dropwise to the reaction container under a nitrogen gas atmosphere to conduct a radical polymerization reaction with heating, thereby obtaining an MM... Starting materials: C(C)(C)OC(=O)N1CCN(CC1)C1=NC=C(C=C1)NC(=O)C=1N=C(OC1C(F)(F)F)C1=CC=CC=C1 (4-{5-[(2-phenyl-5-trifluoromethyl-oxazole-4-carbonyl)-amino]-pyridin-2-yl}-piperazine-1-carboxylic acid isopropyl ester), C(=C)(C)OC(N(C1N(CCCC1)C1=NC=C(C=C1)NC(=O)C=1N=C(OC1C(F)(F)F)C1=CC=CC=C1)C)=O (methyl-{5′-[(2-phenyl-5-trifluoromethyl-oxazole-4-carbonyl)-amino]-3,4,5,6-tetrahydro-2H-[1,2′]bipyridinyl-yl}-carbamic acid isopropenyl ester), FC(C(=O)O)(F)F.CNC1CCN(CC1)C1=NC=C(C=C1)NC(=O)C=1N=C(OC1C(F)(F)F)C1=CC=CC=C1 (2-phenyl-5-trifluoromethyl-oxazole-4-carboxylic acid (4-methylamino-3,4,5,6-tetrahydro-2H-[1,2′]bipyridinyl-5′-yl)-amide trifluoroacetate), ClC(=O)OC(=C)C (isopropenyl chloroformate). The product is C(=C)(C)OC(N(C1CCN(CC1)C1=NC=C(C=C1)NC(=O)C=1N=C(OC1C(F)(F)F)C1=CC=CC=C1)C)=O (methyl-{5′-[(2-phenyl-5-trifluoromethyl-oxazole-4-carbonyl)-amino]-3,4,5,6-tetrahydro-2H-[1,2′]bipyridinyl-4-yl}-carbamic acid isopropenyl ester). RXN SMILES: C(OC(N1[CH2:12][CH2:11][N:10]([C:13]2[CH:18]=[CH:17][C:16]([NH:19][C:20]([C:22]3[N:23]=[C:24]([C:31]4[CH:36]=[CH:35][CH:34]=[CH:33][CH:32]=4)[O:25][C:26]=3[C:27]([F:30])([F:29])[F:28])=[O:21])=[CH:15][N:14]=2)[CH2:9]C1)=O)(C)C.[C:37]([O:40][C:41](=[O:74])[N:42]([CH3:73])[CH:43]1[CH2:48]CCCN1C1C=CC(NC(C2N=C(C3C=CC=CC=3)OC=2C(F)(F)F)=O)=CN=1)([CH3:39])=[CH2:38].FC(F)(F)C(O)=O.CNC1CCN(C2C=CC(NC(C3N=C(C4C=CC=CC=4)OC=3C(F)(F)F)=O)=CN=2)CC1.ClC(OC(C)=C)=O>>[C:37]([O:40][C:41](=[O:74])[N:42]([CH3:73])[CH:43]1[CH2:48][CH2:9][N:10]([C:13]2[CH:18]=[CH:17][C:16]([NH:19][C:20]([C:22]3[N:23]=[C:24]([C:31]4[CH:32]=[CH:33][CH:34]=[CH:35][CH:36]=4)[O:25][C:26]=3[C:27]([F:28])([F:30])[F:29])=[O:21])=[CH:15][N:14]=2)[CH2:11][CH2:12]1)([CH3:39])=[CH2:38] |f:2.3|. Procedure details: With a method similar to that used for the preparation of 4-{5-[(2-phenyl-5-trifluoromethyl-oxazole-4-carbonyl)-amino]-pyridin-2-yl}-piperazine-1-carboxylic acid isopropyl ester above, methyl-{5′-[(2-phenyl-5-trifluoromethyl-oxazole-4-carbonyl)-amino]-3,4,5,6-tetrahydro-2H-[1,2′]bipyridinyl-yl}-carbamic acid isopropenyl ester was prepared from 2-phenyl-5-trifluoromethyl-oxazole-4-carboxylic acid (4-methylamino-3,4,5,6-tetrahydro-2H-[1,2′]bipyridinyl-5′-yl)-amide trifluoroacetate and isopropenyl ... Reactants: OC=1N=CC(=NC1)N1N=C(C=2C[C@@H]3[C@H](C12)C3)C(=O)O ((1aR,5aR)-2-(5-hydroxypyrazin-2-yl)-1a,2,5,5a-tetrahydro-1H-2,3-diaza-cyclopropa[a]pentalene-4-carboxylic acid), NC(CO)(C)C (2-amino-2-methylpropan-1-ol). The product is OCC(C)(C)NC(=O)C=1C=2C[C@@H]3[C@H](C2N(N1)C1=NC=C(N=C1)O)C3 ((1aR,5aR)-2-(5-Hydroxypyrazin-2-yl)-1a,2,5,5a-tetrahydro-1H-2,3-diaza-cyclopropa[a]pentalene-4-carboxylic Acid (2-Hydroxy-1,1-dimethyl-ethyl)-amide). RXN SMILES: [OH:1][C:2]1[N:3]=[CH:4][C:5]([N:8]2[C:15]3[C@@H:14]4[CH2:16][C@@H:13]4[CH2:12][C:11]=3[C:10]([C:17](O)=[O:18])=[N:9]2)=[N:6][CH:7]=1.[NH2:20][C:21]([CH3:25])([CH3:24])[CH2:22][OH:23]>>[OH:23][CH2:22][C:21]([NH:20][C:17]([C:10]1[C:11]2[CH2:12][C@H:13]3[CH2:16][C@H:14]3[C:15]=2[N:8]([C:5]2[CH:4]=[N:3][C:2]([OH:1])=[CH:7][N:6]=2)[N:9]=1)=[O:18])([CH3:25])[CH3:24]. Procedure: The title compound was prepared in a manner similar to that described in Method RR using (1aR,5aR)-2-(5-hydroxypyrazin-2-yl)-1a,2,5,5a-tetrahydro-1H-2,3-diaza-cyclopropa[a]pentalene-4-carboxylic acid and 2-amino-2-methylpropan-1-ol. LCMS m/z=330.4 [M+H]+; 1H NMR (400 MHz, DMSO-d6) δ ppm 0.36 (td, J=4.5 and 3.3 Hz, 1H), 1.17-1.23 (m, 1H), 1.30 (s, 3H), 1.31 (s, 3H), 2.23-2.28 (m, 1H), 2.54-2.58 (m, 1H), 2.74 (d, J=16.5 Hz, 1H), 2.85 (dd, J=16.3 and 6.3 Hz, 1H), 3.43 (s, 2H), 7.20 (s, 1H), 8.01 (d... Starting materials: CNN(NC)C(=S)Cl, [K+], [OH-], O, COC(=O)c1ncccc1O. The product is CNN(NC)C(=S)Oc1cccnc1C(=O)OC. RXN SMILES: [CH3:14][NH:15][N:16]([C:17](=[S:18])[Cl:19])[NH:20][CH3:21].[K+:13].[OH-:12].[OH2:22].[OH:1][c:2]1[c:3]([C:8](=[O:9])[O:10][CH3:11])[n:4][cH:5][cH:6][cH:7]1>>[O:1]([c:2]1[c:3]([C:8](=[O:9])[O:10][CH3:11])[n:4][cH:5][cH:6][cH:7]1)[C:17]([N:16]([NH:15][CH3:14])[NH:20][CH3:21])=[S:18].